This data is from the Open Reaction Database (ORD), a public repository of structured organic reaction records. The task is: describe an organic reaction: reactants, conditions, products, and yield Starting materials: COC=1C=C(C=C(C1C(C)C)OC)C=CC=1C=C(C(=O)O)C=CC1 (3-[2-(3,5-Dimethoxy-4-i-propylphenyl)ethenyl]benzoic acid), Cl.N1=CC=CC=C1 (pyridine hydrochloride). Yields the product OC=1C=C(C=C(C1C(C)C)O)C=CC=1C=C(C(=O)O)C=CC1 (3-[2-(3,5-Dihydroxy-4-i-propylphenyl)ethenyl]benzoic acid). Isolated yield 86.0%. Reaction SMILES: C[O:2][C:3]1[CH:4]=[C:5]([CH:14]=[CH:15][C:16]2[CH:17]=[C:18]([CH:22]=[CH:23][CH:24]=2)[C:19]([OH:21])=[O:20])[CH:6]=[C:7]([O:12]C)[C:8]=1[CH:9]([CH3:11])[CH3:10].Cl.N1C=CC=CC=1>>[OH:2][C:3]1[CH:4]=[C:5]([CH:14]=[CH:15][C:16]2[CH:17]=[C:18]([CH:22]=[CH:23][CH:24]=2)[C:19]([OH:21])=[O:20])[CH:6]=[C:7]([OH:12])[C:8]=1[CH:9]([CH3:11])[CH3:10] |f:1.2|. Procedure details: This material was prepared from 3-[2-(3,5-dimethoxy-4-i-propylphenyl)ethenyl]benzoic acid 2B and pyridine hydrochloride in 86% yield in the same way as described in example 3. 1HNMR (DMSO-d6, ppm): δ 1.22 (d, J=7.0 Hz, 6H), 6.48 (s, 2H), 7.03 (d, J=17 Hz, 1H), 7.12 (d, J=17 Hz, 1H), 7.46 (t, J=7.5 Hz, 1H), 7.7-7.9 (m, 2H), 8.06 (s, 1H), 9.12 (s, 2H). The reactants are ClC1=CC=CC2=C(N(N=C12)C(C)C)C1=C(C=C(C=C1)OC)C (7-chloro-2-isopropyl-3-(4-methoxy-2-methylphenyl)-2H-indazole), B(Br)(Br)Br (boron tribromide), C1=CCCCC1 (cyclohexene). Yields the product ClC1=CC=CC2=C(N(N=C12)C(C)C)C1=C(C=C(C=C1)O)C (4-(7-CHLORO-2-ISOPROPYL-2H-INDAZOL-3-YL)-3-METHYLPHENOL). The yield is 33.2%. As a reaction SMILES: [Cl:1][C:2]1[C:10]2[C:6](=[C:7]([C:14]3[CH:19]=[CH:18][C:17]([O:20]C)=[CH:16][C:15]=3[CH3:22])[N:8]([CH:11]([CH3:13])[CH3:12])[N:9]=2)[CH:5]=[CH:4][CH:3]=1.B(Br)(Br)Br.C1CCCCC=1>>[Cl:1][C:2]1[C:10]2[C:6](=[C:7]([C:14]3[CH:19]=[CH:18][C:17]([OH:20])=[CH:16][C:15]=3[CH3:22])[N:8]([CH:11]([CH3:13])[CH3:12])[N:9]=2)[CH:5]=[CH:4][CH:3]=1. Procedure: Prepared according to Example 128 from 7-chloro-2-isopropyl-3-(4-methoxy-2-methylphenyl)-2H-indazole (0.05 g, 0.16 mmol), boron tribromide (0.19 mL, 2.0 mmol) and 1.0 mL of cyclohexene to give the product (0.016 g) as a white solid.